This data is from the Open Reaction Database (ORD), a public repository of structured organic reaction records. The task is: describe an organic reaction: reactants, conditions, products, and yield Reaction SMILES: [CH2:9]1[CH2:10][NH:11][CH2:12][CH2:13]1.[CH3:15][c:16]1[cH:17][cH:18][cH:19][cH:20][cH:21]1.[CH3:1][O:2][C:3]([CH2:4][C:5](=[O:6])[CH3:7])=[O:8].[OH2:14]>>[CH3:1][O:2][C:3]([CH2:4][C:5](=[O:6])[CH2:7][CH3:9])=[O:8]. The product is CCC(=O)CC(=O)OC. The reactants are C1CCNC1, Cc1ccccc1, COC(=O)CC(C)=O, O.